This data is from the Open Reaction Database (ORD), a public repository of structured organic reaction records. The task is: describe an organic reaction: reactants, conditions, products, and yield Starting materials: ClC1=CC(=C(C=C1)[C@@H](CC(=O)C1=CC(=NC=C1)C)C1=CC=CC=C1)C ((S)-3-(4-chloro-2-methylphenyl)-1-(2-methyl-pyridin-4-yl)-3-phenylpropan-1-one), Cl.NO (hydroxylamine hydrochloride), C(O)([O-])=O.[Na+] (sodium hydrogencarbonate). Yields the product ClC1=CC(=C(C=C1)[C@@H](CC(=NO)C1=CC(=NC=C1)C)C1=CC=CC=C1)C ((S)-3-(4-Chloro-2-methyl-phenyl)-1-(2-methyl-pyridin-4-yl)-3-phenyl-propan-1-one oxime). Reaction SMILES: [Cl:1][C:2]1[CH:7]=[CH:6][C:5]([C@H:8]([C:19]2[CH:24]=[CH:23][CH:22]=[CH:21][CH:20]=2)[CH2:9][C:10]([C:12]2[CH:17]=[CH:16][N:15]=[C:14]([CH3:18])[CH:13]=2)=O)=[C:4]([CH3:25])[CH:3]=1.Cl.[NH2:27][OH:28].C(=O)([O-])O.[Na+]>>[Cl:1][C:2]1[CH:7]=[CH:6][C:5]([C@H:8]([C:19]2[CH:24]=[CH:23][CH:22]=[CH:21][CH:20]=2)[CH2:9][C:10]([C:12]2[CH:17]=[CH:16][N:15]=[C:14]([CH3:18])[CH:13]=2)=[N:27][OH:28])=[C:4]([CH3:25])[CH:3]=1 |f:1.2,3.4|. Procedure: In analogy to example 132, step 6, from (S)-3-(4-chloro-2-methylphenyl)-1-(2-methyl-pyridin-4-yl)-3-phenylpropan-1-one and hydroxylamine hydrochloride in the presence of sodium hydrogencarbonate was prepared the title compound as a white solid, MS (ESI+): m/z=365.1 ([M+H]+). Reactants: CC(=O)[C@@]1(CC=2C(=C(C3=C(C2O)C(=O)C4=CC=CC(=C4C3=O)OC)O)[C@H](C1)O)O (daunomycinone), C(C(=O)O)(=O)O (oxalic acid), [Cl-].[Cl-].[Cl-].[Al+3] (aluminum trichloride), ice water. Solvent: ClCCl (dichloromethane). Run at time 4 hour. Product: CC(=O)[C@]1(C[C@@H](C2=C(C3=C(C(=C2C1)O)C(=O)C4=C(C3=O)C(=CC=C4)O)O)O)O (4-Demethoxy-4-hydroxydaunomycinone). As a reaction SMILES: [CH3:1][C:2]([C@@:4]1([OH:29])[CH2:27][C@H:26]([OH:28])[C:7]2=[C:8]([OH:25])[C:9]3[C:21](=[O:22])[C:20]4[C:15](=[CH:16][CH:17]=[CH:18][C:19]=4[O:23]C)[C:13](=[O:14])[C:10]=3[C:11]([OH:12])=[C:6]2[CH2:5]1)=[O:3].[Cl-].[Cl-].[Cl-].[Al+3].C(O)(=O)C(O)=O>ClCCl>[CH3:1][C:2]([C@:4]1([OH:29])[CH2:5][C:6]2[C:7](=[C:8]([OH:25])[C:9]3[C:21](=[O:22])[C:20]4[C:19]([OH:23])=[CH:18][CH:17]=[CH:16][C:15]=4[C:13](=[O:14])[C:10]=3[C:11]=2[OH:12])[C@@H:26]([OH:28])[CH2:27]1)=[O:3] |f:1.2.3.4|. Procedure: To a refluxed solution of 10 g. of daunomycinone (II) in 1 liter of dichloromethane, 30 g. of aluminum trichloride were added over a two hour period with stirring. After an additional 4 hour period, the reaction mixture was cooled and poured into ice water containing 150 g. of oxalic acid. The organic layer was separated, washed with water and concentrated in vacuo to yield 6 g. of crystalline 4-demethoxy-4-hydroxy-daunomycinone (III), which were collected by filtration. Reactants: C=O, CC(C)c1nc[nH]c1C(=O)O, O=[Ca]. Product: CC(C)c1nc[nH]c1CO. As a reaction SMILES: [CH2:14]=[O:15].[CH:1]([CH3:2])([CH3:3])[c:4]1[n:5][cH:6][nH:7][c:8]1[C:9](=[O:10])[OH:11].[O:12]=[Ca:13]>>[CH:1]([CH3:2])([CH3:3])[c:4]1[n:5][cH:6][nH:7][c:8]1[CH2:9][OH:10]. Reactants: ClC1=C(C=NC=2C=C3C(=CC12)OCCO3)C#N (9-chloro-2,3-dihydro[1,4]dioxino[2,3-g]quinoline-8-carbonitrile), NC1=CC=C2C=NNC2=C1 (6-aminoindazole), C(=O)(O)[O-].[Na+] (NaHCO3). Run in CCO (EtOH). The product is N1N=CC2=CC=C(C=C12)NC1=C(C=NC=2C=C3C(=CC12)OCCO3)C#N (9-(1H-indazol-6-ylamino)-2,3-dihydro[1,4]dioxino[2,3-g]quinoline-8-carbonitrile). The yield is 75.9%. Reaction SMILES: Cl[C:2]1[C:11]2[CH:10]=[C:9]3[O:12][CH2:13][CH2:14][O:15][C:8]3=[CH:7][C:6]=2[N:5]=[CH:4][C:3]=1[C:16]#[N:17].[NH2:18][C:19]1[CH:27]=[C:26]2[C:22]([CH:23]=[N:24][NH:25]2)=[CH:21][CH:20]=1.C([O-])(O)=O.[Na+]>CCO>[NH:25]1[C:26]2[C:22](=[CH:21][CH:20]=[C:19]([NH:18][C:2]3[C:11]4[CH:10]=[C:9]5[O:12][CH2:13][CH2:14][O:15][C:8]5=[CH:7][C:6]=4[N:5]=[CH:4][C:3]=3[C:16]#[N:17])[CH:27]=2)[CH:23]=[N:24]1 |f:2.3|. Procedure details: A mixture of 1.00 g (4.07 mmol) of 9-chloro-2,3-dihydro[1,4]dioxino[2,3-g]quinoline-8-carbonitrile and 0.649 g (4.88 mmol) of 6-aminoindazole in 25 mL of EtOH was refluxed under N2 for 5.7 h. Satd NaHCO3 was added and the solvent was removed. The residue was slurried with H2O, filtered, washed with H2O and cold EtOH and dried. The crude product was boiled with EtOH, filtered and dried in vacuo (50° C.) to yield 1.06 g of 9-(1H-indazol-6-ylamino)-2,3-dihydro[1,4]dioxino[2,3-g]quinoline-8-carbonit...